Dataset: the Open Reaction Database (ORD), a public repository of structured organic reaction records. Task: describe an organic reaction: reactants, conditions, products, and yield The reactants are C(C1=CC=CC=C1)N1C(=C(C2=CC=CC=C12)C=O)Cl (1-benzyl-2-chloroindole-3-carbaldehyde), ice water, C(#N)CC(=O)OCC (ethyl cyanoacetate), N1CCCCC1 (piperidine). The solvent is CCO (EtOH). Conditions: time 2.5 day. Yields the product C(C1=CC=CC=C1)N1C2=C(C3=CC=CC=C13)C=C(C(=N2)N2CCCCC2)C(=O)OCC (Ethyl 9-benzyl-2-piperidinopyridino[2,3-b]indole-3-carboxylate). Reaction SMILES: [CH2:1]([N:8]1[C:16]2[C:11](=[CH:12][CH:13]=[CH:14][CH:15]=2)[C:10]([CH:17]=O)=[C:9]1Cl)[C:2]1[CH:7]=[CH:6][CH:5]=[CH:4][CH:3]=1.[C:20]([CH2:22][C:23]([O:25][CH2:26][CH3:27])=[O:24])#[N:21].[NH:28]1[CH2:33][CH2:32][CH2:31][CH2:30][CH2:29]1>CCO>[CH2:1]([N:8]1[C:16]2[C:11](=[CH:12][CH:13]=[CH:14][CH:15]=2)[C:10]2[CH:17]=[C:22]([C:23]([O:25][CH2:26][CH3:27])=[O:24])[C:20]([N:28]3[CH2:33][CH2:32][CH2:31][CH2:30][CH2:29]3)=[N:21][C:9]1=2)[C:2]1[CH:3]=[CH:4][CH:5]=[CH:6][CH:7]=1. Procedure: To a slurry of 1.35 g of 1-benzyl-2-chloroindole-3-carbaldehyde in 30 ml abs. EtOH was added 1 ml of ethyl cyanoacetate and 3.5 ml of piperidine, and the mixture was stirred at room temperature for 2.5 days. 30 ml of ice/water was added, and the precipitate was isolated by filtration and dried to give (1b). Yield 1.6 g of (1b), m.p. 155-156° C. Starting materials: CC=1C(=NC=C(C1)C)N1CCNCC1 (1-(3,5-Dimethylpyridin-2-yl)piperazine), O (water), BrC1=CC(=C(C(=O)Cl)C=C1)F (4-bromo-2-fluorobenzoyl chloride), [OH-].[Na+] (sodium hydroxide), [OH-].[Na+] (sodium hydroxide). Run in C(C)(=O)OCC (ethyl acetate), O1CCCC1 (tetrahydrofuran). Yields the product BrC1=CC(=C(C=C1)C(=O)N1CCN(CC1)C1=NC=C(C=C1C)C)F ((4-bromo-2-fluorophenyl)[4-(3,5-dimethylpyridin-2-yl)piperazin-1-yl]methanone). The yield is 88.6%. Reaction SMILES: [CH3:1][C:2]1[C:3]([N:9]2[CH2:14][CH2:13][NH:12][CH2:11][CH2:10]2)=[N:4][CH:5]=[C:6]([CH3:8])[CH:7]=1.[Br:15][C:16]1[CH:24]=[CH:23][C:19]([C:20](Cl)=[O:21])=[C:18]([F:25])[CH:17]=1.[OH-].[Na+].O>O1CCCC1.C(OCC)(=O)C>[Br:15][C:16]1[CH:24]=[CH:23][C:19]([C:20]([N:12]2[CH2:11][CH2:10][N:9]([C:3]3[C:2]([CH3:1])=[CH:7][C:6]([CH3:8])=[CH:5][N:4]=3)[CH2:14][CH2:13]2)=[O:21])=[C:18]([F:25])[CH:17]=1 |f:2.3|. Reported procedure: 1-(3,5-Dimethylpyridin-2-yl)piperazine (2.42 g) described in Preparation Example 47 was dissolve in tetrahydrofuran (32 mL), 4-bromo-2-fluorobenzoyl chloride (3.0 g) and 1N aqueous sodium hydroxide solution (15 mL) were added, and the mixture was stirred at room temperature. The reaction mixture poured into water under cooling, 4N aqueous sodium hydroxide solution and ethyl acetate were added and the mixture was extracted with ethyl acetate. The organic layer was washed with 4N aqueous sodium hy...